This data is from the Open Reaction Database (ORD), a public repository of structured organic reaction records. The task is: describe an organic reaction: reactants, conditions, products, and yield Conditions: time 20 hour. Reactants: C(C)(C)(C)C1=CC(CC1)=O (3-tert-Butylcyclopentenone), ice, three, 0-Methylmagnesium bromide, C(C)OCC (diethyl ether), C(C)OCC (diethyl ether), Cl (hydrochloric acid). Procedure details: A 300 ml three neck flask equipped with a magnetic stirrer and a three-way cock was charged with 200 ml of diethyl ether and 52 ml (154 mmol) of a diethyl ether solution of 3.0-Methylmagnesium bromide under nitrogen atmosphere. 3-tert-Butylcyclopentenone 17.8 g (129 mmol) was added dropwise in one hour on an ice and water bath. The solution was stirred at room temperature for 20 hours, and then the reaction solution was poured into 100 ml of 2N hydrochloric acid. The organic layer was separated,... Run in O (water). Reaction SMILES: [CH2:1](OCC)[CH3:2].[C:6]([C:10]1[CH2:14][CH2:13][C:12](=O)[CH:11]=1)([CH3:9])([CH3:8])[CH3:7].Cl>O>[CH2:1]([C:13]1[CH2:12][CH:11]=[C:10]([C:6]([CH3:9])([CH3:8])[CH3:7])[CH:14]=1)[CH3:2]. The product is C(C)C1=CC(=CC1)C(C)(C)C (1-ethyl-3-tert-butylcyclopentadiene). Isolated yield 78.0%. Reactants: N1N=NC2=C1C=CC=C2 (benzotriazole), N1CCCCC1 (piperidine), imine, FC(C=1C=C(CN(C=2N=NN(N2)C)CC2=C(C=O)C=CC(=C2)C(F)(F)F)C=C(C1)C(F)(F)F)(F)F (2-{[(3,5-Bis-trifluoromethyl-benzyl)-(2-methyl-2H-tetrazol-5-yl)-amino]-methyl}-4-trifluoromethyl-benzaldehyde). Run in C(C)O (ethanol). Conditions: temperature 50 celsius, time 10 minute. The product is FC(C=1C=C(CN(C=2N=NN(N2)C)CC2=C(C=CC(=C2)C(F)(F)F)C(CC)N2CCCCC2)C=C(C1)C(F)(F)F)(F)F (N-[3,5-Bis(trifluoromethyl)benzyl]-2-methyl-N-[2-(1-piperidin-1-ylpropyl)-5-(trifluoromethyl)benzyl]-2H-tetrazol-5-amine). Yield: 23.2%. RXN SMILES: [NH:1]1[C:5]2[CH:6]=[CH:7][CH:8]=[CH:9]C=2N=N1.N1CCC[CH2:12][CH2:11]1.[F:16][C:17]([F:50])([F:49])[C:18]1[CH:19]=[C:20]([CH:42]=[C:43]([C:45]([F:48])([F:47])[F:46])[CH:44]=1)[CH2:21][N:22]([CH2:29][C:30]1[CH:37]=[C:36]([C:38]([F:41])([F:40])[F:39])[CH:35]=[CH:34][C:31]=1[CH:32]=O)[C:23]1[N:24]=[N:25][N:26]([CH3:28])[N:27]=1>C(O)C>[F:50][C:17]([F:49])([F:16])[C:18]1[CH:19]=[C:20]([CH:42]=[C:43]([C:45]([F:46])([F:47])[F:48])[CH:44]=1)[CH2:21][N:22]([CH2:29][C:30]1[CH:37]=[C:36]([C:38]([F:39])([F:41])[F:40])[CH:35]=[CH:34][C:31]=1[CH:32]([N:1]1[CH2:5][CH2:6][CH2:7][CH2:8][CH2:9]1)[CH2:11][CH3:12])[C:23]1[N:24]=[N:25][N:26]([CH3:28])[N:27]=1. Procedure details: To a solution of benzotriazole (12.8 mg, 0.1075 mmoles) in ethanol (2.5 mL) was added piperidine (9.2 mg, 0.1075 mmoles) and the reaction was stirred for 10 minutes. 2-{[(3,5-Bis-trifluoromethyl-benzyl)-(2-methyl-2H-tetrazol-5-yl)-amino]-methyl}-4-trifluoromethyl-benzaldehyde (50 mg, 0.0977 mmoles) was added to the reaction mixture and it was further stirred for 16 hours. The imine fragment was observed MH+=579.4. Parent ion for the intermediate was not found. Ethanol was evaporated and the crud... The reactants are COc1ccc(N2CCOCC2)c2sc(NC(=O)c3ccnc(Br)c3)nc12, CCO, [H-], [Na+], C1COCCO1. Product: CCOc1cc(C(=O)Nc2nc3c(OC)ccc(N4CCOCC4)c3s2)ccn1. Reaction SMILES: [Br:6][c:7]1[cH:8][c:9]([C:10](=[O:11])[NH:12][c:13]2[s:14][c:15]3[c:16]([n:17]2)[c:18]([O:28][CH3:29])[cH:19][cH:20][c:21]3[N:22]2[CH2:23][CH2:24][O:25][CH2:26][CH2:27]2)[cH:30][cH:31][n:32]1.[CH3:1][CH2:2][OH:3].[H-:4].[Na+:5].[O:33]1[CH2:34][CH2:35][O:36][CH2:37][CH2:38]1>>[CH3:1][CH2:2][O:3][c:7]1[cH:8][c:9]([C:10](=[O:11])[NH:12][c:13]2[s:14][c:15]3[c:16]([n:17]2)[c:18]([O:28][CH3:29])[cH:19][cH:20][c:21]3[N:22]2[CH2:23][CH2:24][O:25][CH2:26][CH2:27]2)[cH:30][cH:31][n:32]1. Reactants: C(C)OC1=C(C=C(CC(C(=O)OC)C(=O)OC)C=C1)CO (dimethyl 2-[4-ethoxy-3-(hydroxymethyl)benzyl]-malonate), ClC1=C(C=CC=C1)N=C=O (2-chlorophenylisocyanate). The product is ClC1=C(NC(=O)OCC=2C=C(CC(C(=O)OC)C(=O)OC)C=CC2OCC)C=CC=C1 (Dimethyl 2-[3-({[(2-chloroanilino)carbonyl]oxy}-methyl)-4-ethoxybenzyl]malonate). Reaction SMILES: [CH2:1]([O:3][C:4]1[CH:19]=[CH:18][C:7]([CH2:8][CH:9]([C:14]([O:16][CH3:17])=[O:15])[C:10]([O:12][CH3:13])=[O:11])=[CH:6][C:5]=1[CH2:20][OH:21])[CH3:2].[Cl:22][C:23]1[CH:28]=[CH:27][CH:26]=[CH:25][C:24]=1[N:29]=[C:30]=[O:31]>>[Cl:22][C:23]1[CH:28]=[CH:27][CH:26]=[CH:25][C:24]=1[NH:29][C:30]([O:21][CH2:20][C:5]1[CH:6]=[C:7]([CH:18]=[CH:19][C:4]=1[O:3][CH2:1][CH3:2])[CH2:8][CH:9]([C:14]([O:16][CH3:17])=[O:15])[C:10]([O:12][CH3:13])=[O:11])=[O:31]. Reported procedure: Using dimethyl 2-[4-ethoxy-3-(hydroxymethyl)benzyl]-malonate and 2-chlorophenylisocyanate, the title compound was obtained in the same manner as described in Example 192b). Reactants: C([O-])([O-])=O.[Na+].[Na+] (sodium carbonate), ClC=1C=C2C(=CNC2=CC1)CCNC(C1=CC=C(C=C1)I)=O (N-(2-(5-chloro-1H-indol-3-yl)ethyl)-4-iodobenzamide), ClC1=C(C=CC=C1)B(O)O (2-chlorophenylboronic acid). The reagents and catalysts are C=1C=CC(=CC1)[P](C=2C=CC=CC2)(C=3C=CC=CC3)[Pd]([P](C=4C=CC=CC4)(C=5C=CC=CC5)C=6C=CC=CC6)([P](C=7C=CC=CC7)(C=8C=CC=CC8)C=9C=CC=CC9)[P](C=1C=CC=CC1)(C=1C=CC=CC1)C=1C=CC=CC1 (tetrakis(triphenylphosphine)palladium). Run in C(OC)COC (dimethoxyethane), O (water). The product is eluent, ClC1=C(C=CC=C1)C1=CC=C(C=C1)C(=O)NCCC1=CNC2=CC=C(C=C12)Cl (2′-chloro-N-(2-(5-chloro-1H-indol-3-yl)ethyl)biphenyl-4-carboxamide). Yield: 83.3%. Reaction SMILES: [Cl:1][C:2]1[CH:3]=[C:4]2[C:8](=[CH:9][CH:10]=1)[NH:7][CH:6]=[C:5]2[CH2:11][CH2:12][NH:13][C:14](=[O:22])[C:15]1[CH:20]=[CH:19][C:18](I)=[CH:17][CH:16]=1.[Cl:23][C:24]1[CH:29]=[CH:28][CH:27]=[CH:26][C:25]=1B(O)O.C(=O)([O-])[O-].[Na+].[Na+]>C(COC)OC.O.C1C=CC([P]([Pd]([P](C2C=CC=CC=2)(C2C=CC=CC=2)C2C=CC=CC=2)([P](C2C=CC=CC=2)(C2C=CC=CC=2)C2C=CC=CC=2)[P](C2C=CC=CC=2)(C2C=CC=CC=2)C2C=CC=CC=2)(C2C=CC=CC=2)C2C=CC=CC=2)=CC=1>[Cl:23][C:24]1[CH:29]=[CH:28][CH:27]=[CH:26][C:25]=1[C:18]1[CH:19]=[CH:20][C:15]([C:14]([NH:13][CH2:12][CH2:11][C:5]2[C:4]3[C:8](=[CH:9][CH:10]=[C:2]([Cl:1])[CH:3]=3)[NH:7][CH:6]=2)=[O:22])=[CH:16][CH:17]=1 |f:2.3.4,^1:49,51,70,89|. Procedure details: 2′-chloro-N-(2-(5-chloro-1H-indol-3-yl)ethyl)biphenyl-4-carboxamide was prepared according to method B with N-(2-(5-chloro-1H-indol-3-yl)ethyl)-4-iodobenzamide (0.075 g; 0.176 mmol), 2-chlorophenylboronic acid (0.029 g; 0.180 mmol), tetrakis(triphenylphosphine)palladium (0.010 g; 0.009 mmol), sodium carbonate (0.037 g; 0.353 mmol), in dimethoxyethane (3 mL) and water (1 mL), irradiated in a microwave oven at 130° C. for 15 minutes. Flash chromatography on silica gel (eluent 10 to 80% ethyl aceta... The reactants are [H-].[Na+] (NaH), [H-].[Na+] (NaH), O(C1=CC=CC=C1)C(=O)N[C@@H](C(C)C)C(=O)O (N-phenoxycarbonyl-L-Valine), N[C@@H](C(C)C)C(=O)O (Valine), CNCC=1N=C(SC1)C(C)C (N-methyl-N-((2-isopropyl-4-thiazolyl)methyl)amine). Solvent: C1CCOC1 (THF), C1CCOC1 (THF), C1CCOC1 (THF). Reaction conditions: time 3 hour. The product is CN(CC=1N=C(SC1)C(C)C)C(=O)N[C@@H](C(C)C)C(=O)O (N-((N-Methyl-N-((2-isopropyl-4-thiazolyl)methyl)amino)carbonyl)-L-Valine). RXN SMILES: [H-].[Na+].O([C:10]([NH:12][C@H:13]([C:17]([OH:19])=[O:18])[CH:14]([CH3:16])[CH3:15])=[O:11])C1C=CC=CC=1.N[C@H](C(O)=O)C(C)C.[CH3:28][NH:29][CH2:30][C:31]1[N:32]=[C:33]([CH:36]([CH3:38])[CH3:37])[S:34][CH:35]=1>C1COCC1>[CH3:28][N:29]([C:10]([NH:12][C@H:13]([C:17]([OH:19])=[O:18])[CH:14]([CH3:15])[CH3:16])=[O:11])[CH2:30][C:31]1[N:32]=[C:33]([CH:36]([CH3:38])[CH3:37])[S:34][CH:35]=1 |f:0.1|. Reported procedure: To a stirred slurry of anhydrous 95% NaH (500 mg, 20.8 mmol) at -10° C. in 25 mL of THF was added N-phenoxycarbonyl-L-Valine (4.93 g, 20.8 mmol) followed by a 10 mL THF rinse keeping the temperature <0° C. using an ice-water bath. Following the addition of the N-protected Valine, N-methyl-N-((2-isopropyl-4-thiazolyl)methyl)amine (3.54 g, 20.8 mmol) was added at <0° C. The reaction was allowed to warm to ambient temperature. After 3 hours, 50 mL of THF was added followed by 25 mg (1 mmol) of NaH.... Reactants: S(O)(O)(=O)=O (sulfuric acid), C(=O)(OC)C1=C(C=CC=C1)N([C@@H](CC1=CC=CC=C1)C(=O)N)C(N)=O (1-N-(2-carbomethoxyphenyl)-carbamoylphenylalanine amide), C(C)(=O)OCC (ethyl acetate). Conditions: time 3 hour. Yields the product N1=C(OC(C2=C1C=CC=C2)=O)NC([C@@H](N)CC2=CC=CC=C2)=O (N-(4H-3,1-benzoxazin-4-on-2-yl)-phenylalaninamide). As a reaction SMILES: S(=O)(=O)(O)O.C(C1C=CC=CC=1[N:16](C(=O)N)[C@H:17]([C:25]([NH2:27])=[O:26])[CH2:18][C:19]1[CH:24]=[CH:23][CH:22]=[CH:21][CH:20]=1)(OC)=O.[C:31]([O:34][CH2:35]C)(=[O:33])[CH3:32]>>[N:16]1[C:17]2[CH:18]=[CH:19][CH:20]=[CH:21][C:32]=2[C:31](=[O:33])[O:34][C:35]=1[NH:27][C:25](=[O:26])[C@H:17]([CH2:18][C:19]1[CH:20]=[CH:21][CH:22]=[CH:23][CH:24]=1)[NH2:16]. Procedure details: 5 ml of concentrated sulfuric acid was added to 400 mg of 1-N-(2-carbomethoxyphenyl)-carbamoylphenylalanine amide (Preparation IX). The mixture was stirred for 3 hours and poured onto a mixture of ethyl acetate and ice-cold sodium bicarbonate solution. The mixture was extracted with ethyl acetate after neutralization. The organic extract, dried over magnesium sulfate, was evaporated to a solid. Recrystallization from ethyl acetate-hexane yielded 250 mg of N-(4H-3,1-benzoxazin-4-on-2-yl)-phenylal...